This data is from the Open Reaction Database (ORD), a public repository of structured organic reaction records. The task is: describe an organic reaction: reactants, conditions, products, and yield The reactants are CC(C)=CCCC(C)CC=O, CCO, CC(C)c1ccc(C[P+](c2ccccc2)(c2ccccc2)c2ccccc2)cc1, [Cl-], [Na], [PH5]. Product: O=P(c1ccccc1)(c1ccccc1)c1ccccc1. RXN SMILES: [CH3:33][C:34](=[CH:35][CH2:36][CH2:37][CH:38]([CH2:39][CH:40]=[O:43])[CH3:41])[CH3:42].[CH3:44][CH2:45][OH:46].[CH:3]([c:4]1[cH:5][cH:6][c:7]([CH2:8][P+:11]([c:12]2[cH:13][cH:14][cH:15][cH:16][cH:17]2)([c:18]2[cH:19][cH:20][cH:21][cH:22][cH:23]2)[c:24]2[cH:25][cH:26][cH:27][cH:28][cH:29]2)[cH:9][cH:10]1)([CH3:30])[CH3:31].[Cl-:2].[Na:1].[PH5:32]>>[P:11]([c:12]1[cH:13][cH:14][cH:15][cH:16][cH:17]1)([c:18]1[cH:19][cH:20][cH:21][cH:22][cH:23]1)([c:24]1[cH:25][cH:26][cH:27][cH:28][cH:29]1)=[O:43]. The reactants are O=c1ccc(Br)c[nH]1, Clc1ccc(CBr)cc1, O. Product: O=c1ccc(Br)cn1Cc1ccc(Cl)cc1. Reaction SMILES: [Br:1][c:2]1[cH:3][cH:4][c:5](=[O:8])[nH:6][cH:7]1.[Cl:9][c:10]1[cH:11][cH:12][c:13]([CH2:14][Br:15])[cH:16][cH:17]1.[OH2:18]>>[Br:1][c:2]1[cH:3][cH:4][c:5](=[O:8])[n:6]([CH2:14][c:13]2[cH:12][cH:11][c:10]([Cl:9])[cH:17][cH:16]2)[cH:7]1. Starting materials: COc1ccc(Br)cc1, CN(C)CCC(=O)C1CC1, [Mg], O. The product is Br, COc1ccc(C(O)(CCN(C)C)C2CC2)cc1. RXN SMILES: [Br:1][c:2]1[cH:3][cH:4][c:5]([O:8][CH3:9])[cH:6][cH:7]1.[CH:11]1([C:14]([CH2:15][CH2:16][N:17]([CH3:18])[CH3:19])=[O:20])[CH2:12][CH2:13]1.[Mg:10].[OH2:21]>>[BrH:1].[c:2]1([C:14]([CH:11]2[CH2:12][CH2:13]2)([CH2:15][CH2:16][N:17]([CH3:18])[CH3:19])[OH:20])[cH:3][cH:4][c:5]([O:8][CH3:9])[cH:6][cH:7]1. The reactants are C1CCNC1, CC#N, CC1Cc2c(F)c(F)cc3c(=O)c(C(=O)O)cn(c23)N1C. The product is CC1Cc2c(N3CCCC3)c(F)cc3c(=O)c(C(=O)O)cn(c23)N1C. Reaction SMILES: [CH2:22]1[CH2:23][CH2:24][NH:25][CH2:26]1.[CH3:27][C:28]#[N:29].[F:1][c:2]1[c:3]2[c:8]3[n:7]([cH:15][c:14]([C:16](=[O:17])[OH:18])[c:13](=[O:19])[c:9]3[cH:10][c:11]1[F:12])[N:6]([CH3:20])[CH:5]([CH3:21])[CH2:4]2>>[c:2]1([N:25]2[CH2:24][CH2:23][CH2:22][CH2:26]2)[c:3]2[c:8]3[n:7]([cH:15][c:14]([C:16](=[O:17])[OH:18])[c:13](=[O:19])[c:9]3[cH:10][c:11]1[F:12])[N:6]([CH3:20])[CH:5]([CH3:21])[CH2:4]2.